From a dataset of the Open Reaction Database (ORD), a public repository of structured organic reaction records. describe an organic reaction: reactants, conditions, products, and yield The reactants are ice water, Ice, [OH-].[Na+] (sodium hydroxide), F[C@H]1C([C@]2(C)[C@@H](C1)[C@@H]1[C@@H](C(C3=CC(C[C@H]([C@]3(C)[C@H]1CC2)C)=O)=C)C)=O (16α-fluoro-1β,7α-dimethyl-6-methylenandrost-4-ene-3,17-dione). Run in CO (methanol). Reaction conditions: time 24 hour. Yields the product F[C@H]1C([C@]2(C)[C@@H](C1)[C@@H]1[C@@H](C(C34C(C(C[C@H]([C@]3(C)[C@H]1CC2)C)=O)O4)=C)C)=O (16α-fluoro-4,5-epoxy-1β,7α-dimethyl-6-methylenandrostane-3,17-dione). As a reaction SMILES: [F:1][C@@H:2]1[CH2:7][C@H:6]2[C@H:8]3[C@H:18]([CH2:19][CH2:20][C@:4]2([CH3:5])[C:3]1=[O:25])[C@:16]1([CH3:17])[C:11](=[CH:12][C:13](=[O:22])[CH2:14][C@H:15]1[CH3:21])[C:10](=[CH2:23])[C@H:9]3[CH3:24].[OH-:26].[Na+]>CO>[F:1][C@@H:2]1[CH2:7][C@H:6]2[C@H:8]3[C@H:18]([CH2:19][CH2:20][C@:4]2([CH3:5])[C:3]1=[O:25])[C@:16]1([CH3:17])[C:11]2([O:26][CH:12]2[C:13](=[O:22])[CH2:14][C@H:15]1[CH3:21])[C:10](=[CH2:23])[C@H:9]3[CH3:24] |f:1.2|. Procedure: 344 mg of 16α-fluoro-1β,7α-dimethyl-6-methylenandrost-4-ene-3,17-dione (which can be prepared as described in Example 1) are dissolved in methanol (20 ml) and the solution cooled to 0°-5° C. Ice cold 36% hydrogen peroxide (2 ml) and 2% sodium hydroxide (1 ml) are added and the mixture stirred for further 24 hrs at 0°-5° C. Then the mixture is poured into ice water, the product filtered off, washed with water and dried to yield 16α-fluoro-4,5-epoxy-1β,7α-dimethyl-6-methylenandrostane-3,17-dione (... Starting materials: O=C1CCN(CC1)C(=O)OC(C)(C)C (tert-butyl 4-oxopiperidine-1-carboxylate), C1(=CC=CC=C1)P(C1=CC=CC=C1)C1=CC=CC=C1 (triphenylphosphine), BrC(F)(Br)Br (tribromofluoromethane), C(C)[Zn]CC (diethylzinc). The solvent is C1CCOC1 (THF). Conditions: time 2.5 hour. Product: BrC(=C1CCN(CC1)C(=O)OC(C)(C)C)F (tert-Butyl 4-[bromo(fluoro)methylene]piperidine-1-carboxylate). Yield: 44.0%. RXN SMILES: O=[C:2]1[CH2:7][CH2:6][N:5]([C:8]([O:10][C:11]([CH3:14])([CH3:13])[CH3:12])=[O:9])[CH2:4][CH2:3]1.C1(P(C2C=CC=CC=2)C2C=CC=CC=2)C=CC=CC=1.[Br:34][C:35](Br)(Br)[F:36].C([Zn]CC)C>C1COCC1>[Br:34][C:35]([F:36])=[C:2]1[CH2:7][CH2:6][N:5]([C:8]([O:10][C:11]([CH3:14])([CH3:13])[CH3:12])=[O:9])[CH2:4][CH2:3]1. Reported procedure: To a solution of tert-butyl 4-oxopiperidine-1-carboxylate (500 mg, 2.52 mmol), triphenylphosphine (808 mg, 3.02 mmol) and tribromofluoromethane (818 mg, 3.02 mmol) in 50 mL of anhydrous THF was added dropwise a solution of diethylzinc (1 M in hexane, 3.02 mL, 3.02 mmol) stirring at r.t. After 2.5 h, the reaction mixture was quenched with MeOH (10 mL), stirred for 30 min., evaporated to dryness in vacuo. Purification was carried out by automated flash liquid chromatography (Horizon™-Biotage) elut... Reactants: O=C(CC(=O)NCC=CC1=CC=CC=C1)C (3-oxo-N-(3-phenyl-2-propene-1-yl)butyramide), [N+](=O)([O-])C=1C=C(C=O)C=CC1 (3-nitrobenzaldehyde), N1CCCCC1 (piperidine), C1(=CC=C(C=C1)S(=O)(=O)O)C (p-toluenesulfonic acid). Run in C1=CC=CC=C1 (benzene), O (water). Yields the product C(C)(=O)C(C(=O)NCC=CC1=CC=CC=C1)=CC1=CC(=CC=C1)[N+](=O)[O-] (2-acetyl-3-(3-nitrophenyl)-N-(3-phenyl-2-propene-1-yl)acrylamide). Reaction SMILES: [O:1]=[C:2]([CH3:16])[CH2:3][C:4]([NH:6][CH2:7][CH:8]=[CH:9][C:10]1[CH:15]=[CH:14][CH:13]=[CH:12][CH:11]=1)=[O:5].[N+:17]([C:20]1[CH:21]=[C:22]([CH:25]=[CH:26][CH:27]=1)[CH:23]=O)([O-:19])=[O:18].N1CCCCC1.C1(C)C=CC(S(O)(=O)=O)=CC=1>C1C=CC=CC=1.O>[C:2]([C:3](=[CH:23][C:22]1[CH:25]=[CH:26][CH:27]=[C:20]([N+:17]([O-:19])=[O:18])[CH:21]=1)[C:4]([NH:6][CH2:7][CH:8]=[CH:9][C:10]1[CH:11]=[CH:12][CH:13]=[CH:14][CH:15]=1)=[O:5])(=[O:1])[CH3:16]. Procedure: 1.03 g (4.74 mmol) of 3-oxo-N-(3-phenyl-2-propene-1-yl)butyramide, 723 mg (4.78 mmol) of 3-nitrobenzaldehyde and 0.2 ml (2.02 mmol) of piperidine were heated under reflux in the presence of a catalytic amount of p-toluenesulfonic acid in 30 ml of benzene overnight while water was removed. Ethyl acetate was added to the reaction mixture. After washing with 2 N hydrochloric acid and then with a saturated aqueous sodium hydrogencarbonate solution, the organic layer was dried over anhydrous sodium s...